From a dataset of the Open Reaction Database (ORD), a public repository of structured organic reaction records. describe an organic reaction: reactants, conditions, products, and yield Reactants: O=Cc1c[nH]c2ccc(Br)cc12, COc1cc(C(C)=O)cc(OC)c1OC. Yields the product COc1cc(C(=O)C=Cc2c[nH]c3ccc(Br)cc23)cc(OC)c1OC. RXN SMILES: [Br:16][c:17]1[cH:18][c:19]2[c:20]([CH:26]=[O:27])[cH:21][nH:22][c:23]2[cH:24][cH:25]1.[CH3:1][O:2][c:3]1[cH:4][c:5]([C:13]([CH3:14])=[O:15])[cH:6][c:7]([O:11][CH3:12])[c:8]1[O:9][CH3:10]>>[CH3:1][O:2][c:3]1[cH:4][c:5]([C:13]([CH:14]=[CH:26][c:20]2[c:19]3[cH:18][c:17]([Br:16])[cH:25][cH:24][c:23]3[nH:22][cH:21]2)=[O:15])[cH:6][c:7]([O:11][CH3:12])[c:8]1[O:9][CH3:10].